The task is: describe an organic reaction: reactants, conditions, products, and yield. This data is from the Open Reaction Database (ORD), a public repository of structured organic reaction records. Reactants: CCC(C=CCN1C(=O)c2ccccc2C1=O)=CC(C)C, CCO, NN, O. The product is CCC(C=CCN)=CC(C)C. Reaction SMILES: [CH2:1]([CH3:2])[C:3]([CH:4]=[CH:5][CH2:6][N:7]1[C:8](=[O:9])[c:10]2[cH:11][cH:12][cH:13][cH:14][c:15]2[C:16]1=[O:17])=[CH:18][CH:19]([CH3:20])[CH3:21].[CH3:25][CH2:26][OH:27].[NH2:23][NH2:24].[OH2:22]>>[CH2:1]([CH3:2])[C:3]([CH:4]=[CH:5][CH2:6][NH2:7])=[CH:18][CH:19]([CH3:20])[CH3:21]. Starting materials: O1CCCC1 (tetrahydrofuran), COC1=C(C(=CC(=C1)COC)OC)C=1N2C(SC1)=C(C(=N2)OC)NC(=O)C2(CC2)O (N-{3-[2,6-dimethoxy-4-(methoxymethyl)phenyl]-6-methoxypyrazolo[5,1-b][1,3]thiazol-7-yl}-1-hydroxycyclopropanecarboxamide), B#B (diborane), aqueous solution, Cl (hydrochloric acid). Run in CCCCCCC.C(C)(=O)OCC (n-heptane ethyl acetate), O (Water). Conditions: temperature 55 celsius, time 2 hour. Product: COC1=C(C(=CC(=C1)COC)OC)C=1N2C(SC1)=C(C(=N2)OC)NCC2(CC2)O (1-[({3-[2,6-dimethoxy-4-(methoxymethyl)phenyl]-6-methoxypyrazolo[5,1-b][1,3]thiazol-7-yl}amino)methyl]cyclopropanol). Isolated yield 60.2%. As a reaction SMILES: O1CCCC1.[CH3:6][O:7][C:8]1[CH:13]=[C:12]([CH2:14][O:15][CH3:16])[CH:11]=[C:10]([O:17][CH3:18])[C:9]=1[C:19]1[N:20]2[N:26]=[C:25]([O:27][CH3:28])[C:24]([NH:29][C:30]([C:32]3([OH:35])[CH2:34][CH2:33]3)=O)=[C:21]2[S:22][CH:23]=1.B#B.Cl>CCCCCCC.C(OCC)(=O)C.O>[CH3:18][O:17][C:10]1[CH:11]=[C:12]([CH2:14][O:15][CH3:16])[CH:13]=[C:8]([O:7][CH3:6])[C:9]=1[C:19]1[N:20]2[N:26]=[C:25]([O:27][CH3:28])[C:24]([NH:29][CH2:30][C:32]3([OH:35])[CH2:33][CH2:34]3)=[C:21]2[S:22][CH:23]=1 |f:4.5|. Reported procedure: To a tetrahydrofuran (4 mL) solution of N-{3-[2,6-dimethoxy-4-(methoxymethyl)phenyl]-6-methoxypyrazolo[5,1-b][1,3]thiazol-7-yl}-1-hydroxycyclopropanecarboxamide (162 mg, 0.374 mmol) was added 0.99 M diborane (0.944 mL, 0.935 mmol), and the mixture was stirred at 55° C. for two hours. The temperature was made to be room temperature, and a 2N aqueous solution of hydrochloric acid (0.374 mL, 0.748 mmol) was added, and the mixture was stirred at 50° C. for one hour. Water was added to the reaction m... Reactants: C(C)(=O)Cl (acetyl chloride), C(C)(=O)OCC.CCCCCC (ethyl acetate hexane), solution, NC1=C(C(=NC(=N1)C1=C(C=C(C=C1)Cl)F)C(=O)O)Cl (6-amino-5-chloro-2-(4-chloro-2-fluorophenyl)-pyrimidine-4-carboxylic acid), Cl (HCl). Solvent: C(C)O (ethanol), C(C)O (ethanol). Run at temperature 62 celsius. The product is C(C)OC(=O)C1=NC(=NC(=C1Cl)N)C1=C(C=C(C=C1)Cl)F (6-Amino-5-chloro-2-(4-chloro-2-fluorophenyl)pyrimidine-4-carboxylic acid ethyl ester). The yield is 63.5%. As a reaction SMILES: Cl.[C:2](Cl)(=O)[CH3:3].[NH2:6][C:7]1[N:12]=[C:11]([C:13]2[CH:18]=[CH:17][C:16]([Cl:19])=[CH:15][C:14]=2[F:20])[N:10]=[C:9]([C:21]([OH:23])=[O:22])[C:8]=1[Cl:24].C(OCC)(=O)C.CCCCCC>C(O)C>[CH2:2]([O:22][C:21]([C:9]1[C:8]([Cl:24])=[C:7]([NH2:6])[N:12]=[C:11]([C:13]2[CH:18]=[CH:17][C:16]([Cl:19])=[CH:15][C:14]=2[F:20])[N:10]=1)=[O:23])[CH3:3] |f:3.4|. Procedure: A 1N solution of HCl in ethanol was generated by adding 0.565 mL of acetyl chloride dropwise to 12 mL of ethanol cooled in an ice bath. This solution was added to 200 mg of 6-amino-5-chloro-2-(4-chloro-2-fluorophenyl)-pyrimidine-4-carboxylic acid and the resulting solution was heated at 62° C. overnight. The reaction mixture was concentrated and the residue partitioned between ethyl acetate and water. The organic phase was dried and concentrated, and the product was purified by column chromatogr... Reactants: C1CCC2=NCCCN2CC1, COCCOC, CS(=O)c1nc(N)c(C#N)c(-c2ccco2)c1C#N, OCc1ccccn1. Yields the product N#Cc1c(N)nc(OCc2ccccn2)c(C#N)c1-c1ccco1. Reaction SMILES: [CH2:28]1[CH2:29][CH2:30][C:31]2=[N:36][CH2:35][CH2:34][CH2:33][N:32]2[CH2:37][CH2:38]1.[CH3:39][O:40][CH2:41][CH2:42][O:43][CH3:44].[NH2:1][c:2]1[n:3][c:4]([S:17]([CH3:18])=[O:19])[c:5]([C:15]#[N:16])[c:6](-[c:10]2[o:11][cH:12][cH:13][cH:14]2)[c:7]1[C:8]#[N:9].[OH:20][CH2:21][c:22]1[n:23][cH:24][cH:25][cH:26][cH:27]1>>[NH2:1][c:2]1[n:3][c:4]([O:20][CH2:21][c:22]2[n:23][cH:24][cH:25][cH:26][cH:27]2)[c:5]([C:15]#[N:16])[c:6](-[c:10]2[o:11][cH:12][cH:13][cH:14]2)[c:7]1[C:8]#[N:9]. Reactants: O=C(n1ccnc1)n1ccnc1, N=S(=O)(c1ccccc1)c1cc(S(N)(=O)=O)c(Cl)cc1N, Clc1ccccc1Cl. Product: NS(=O)(=O)c1cc2c(cc1Cl)NC(=O)N[SH]2(=O)c1ccccc1. Reaction SMILES: [C:22](=[O:23])([n:24]1[cH:25][cH:26][n:27][cH:28]1)[n:29]1[cH:30][cH:31][n:32][cH:33]1.[Cl:1][c:2]1[c:3]([S:18]([NH2:19])(=[O:20])=[O:21])[cH:4][c:5]([S:9](=[O:10])(=[NH:11])[c:12]2[cH:13][cH:14][cH:15][cH:16][cH:17]2)[c:6]([NH2:7])[cH:8]1.[Cl:34][c:35]1[cH:36][cH:37][cH:38][cH:39][c:40]1[Cl:41]>>[Cl:1][c:2]1[c:3]([S:18]([NH2:19])(=[O:20])=[O:21])[cH:4][c:5]2[c:6]([cH:8]1)[NH:7][C:22](=[O:23])[NH:11][SH:9]2(=[O:10])[c:12]1[cH:13][cH:14][cH:15][cH:16][cH:17]1. Starting materials: C(=O)O (formic acid), C(C)(=O)OC(C)=O (acetic anhydride), CC1=C(N)C(=CC(=C1)C)C (2,4,6-trimethylaniline). Solvent: ClCCl (dichloromethane). Conditions: time 1 hour. The product is C(=O)NC1=C(C=C(C=C1C)C)C (N-formyl-2,4,6-trimethylaniline), solid. Isolated yield 70.0%. As a reaction SMILES: [CH:1]([OH:3])=O.C(OC(=O)C)(=O)C.[CH3:11][C:12]1[CH:18]=[C:17]([CH3:19])[CH:16]=[C:15]([CH3:20])[C:13]=1[NH2:14]>ClCCl>[CH:1]([NH:14][C:13]1[C:15]([CH3:20])=[CH:16][C:17]([CH3:19])=[CH:18][C:12]=1[CH3:11])=[O:3]. Reported procedure: A mixture of formic acid (14.361 g, 0.312 mol) and acetic anhydride (12.659 g, 0.124 mol) was stirred at room temperature for 1 h under an argon atmosphere. This mixture was added to a solution of 2,4,6-trimethylaniline (13.521 g, 0.1 mol) in dry dichloromethane (60 ml) at such a rate that the temperature of the reaction mixture was kept between 5 and 10° C. The reaction was stirred at room temperature for 16 h and then refluxed for 4 h. The solvent was evaporated under reduced pressure, the res... The reactants are NC1(COC(OC1)(C)C)C#N (5-amino-2,2-dimethyl-1,3-dioxane-5-carbonitrile), ClC(C)Cl (dichloroethane), Cl.FC1=C(COC=2C=3N(C=CC2)C(=C(N3)C)C(=O)Cl)C(=CC=C1)F (8-[(2,6-difluorobenzyl)oxy]-2-methylimidazo[1,2-a]pyridine-3-carbonyl chloride hydrochloride), ClC(C)Cl (dichloroethane). Solvent: C(C)N(CC)CC (triethylamine). Reaction conditions: temperature 70 celsius, time 2 hour. Product: C(#N)C1(COC(OC1)(C)C)NC(=O)C1=C(N=C2N1C=CC=C2OCC2=C(C=CC=C2F)F)C (N-(5-cyano-2,2-dimethyl-1,3-dioxan-5-yl)-8-[(2,6-difluorobenzyl)oxy]-2-methylimidazo[1,2-a]pyridine-3-carboxamide). Yield: 91.1%. As a reaction SMILES: [NH2:1][C:2]1([C:10]#[N:11])[CH2:7][O:6][C:5]([CH3:9])([CH3:8])[O:4][CH2:3]1.ClC(Cl)C.Cl.[F:17][C:18]1[CH:38]=[CH:37][CH:36]=[C:35]([F:39])[C:19]=1[CH2:20][O:21][C:22]1[C:23]2[N:24]([C:28]([C:32](Cl)=[O:33])=[C:29]([CH3:31])[N:30]=2)[CH:25]=[CH:26][CH:27]=1>C(N(CC)CC)C>[C:10]([C:2]1([NH:1][C:32]([C:28]2[N:24]3[CH:25]=[CH:26][CH:27]=[C:22]([O:21][CH2:20][C:19]4[C:18]([F:17])=[CH:38][CH:37]=[CH:36][C:35]=4[F:39])[C:23]3=[N:30][C:29]=2[CH3:31])=[O:33])[CH2:7][O:6][C:5]([CH3:8])([CH3:9])[O:4][CH2:3]1)#[N:11] |f:2.3|. Procedure: Under an argon gas flow, to a mixture of 10.4 g of 5-amino-2,2-dimethyl-1,3-dioxane-5-carbonitrile, 27.8 ml of triethylamine, and 280 ml of dichloroethane were added 27.2 g of 8-[(2,6-difluorobenzyl)oxy]-2-methylimidazo[1,2-a]pyridine-3-carbonyl chloride hydrochloride and 12 ml of dichloroethane at room temperature, followed by stirring at 70° C. for 2 hours. After leaving to be cooled to room temperature, the insoluble materials were separated by filtration and washed with dichloroethane. The f... Reactants: S(=O)(Cl)Cl (Thionyl chloride), ClC1=CC(=C(C=C1)CC(=O)O)C(F)(F)F (4-chloro-2-(trifluoromethyl)phenylacetic acid), CO (methanol). Product: ClC1=CC(=C(C=C1)CC(=O)OC)C(F)(F)F (methyl (4-chloro-2-trifluoromethylphenyl)acetate). Reaction SMILES: S(Cl)(Cl)=O.[Cl:5][C:6]1[CH:11]=[CH:10][C:9]([CH2:12][C:13]([OH:15])=[O:14])=[C:8]([C:16]([F:19])([F:18])[F:17])[CH:7]=1.[CH3:20]O>>[Cl:5][C:6]1[CH:11]=[CH:10][C:9]([CH2:12][C:13]([O:15][CH3:20])=[O:14])=[C:8]([C:16]([F:17])([F:18])[F:19])[CH:7]=1. Reported procedure: Thionyl chloride (9.5 mL) was added dropwise to a solution of 4-chloro-2-(trifluoromethyl)phenylacetic acid (CAS #601513-31-9, 10.5 g) in methanol (50 mL) under ice-cooling. Then, the reaction solution was heated under reflux for three hours. The reaction solution was concentrated under reduced pressure. A saturated sodium bicarbonate solution and ethyl acetate were added to the resulting residue, and the organic layer was separated. The resulting organic layer was sequentially washed with a sat... Starting materials: Cc1ccccc1, O=[N+]([O-])c1cc(Cl)c(N=C=S)c(Cl)c1, Cl, NCCCCN, [Na+], [OH-]. Product: O=[N+]([O-])c1cc(Cl)c(N=C2NCCCCN2)c(Cl)c1. Reaction SMILES: [CH3:24][c:25]1[cH:26][cH:27][cH:28][cH:29][cH:30]1.[Cl:7][c:8]1[c:9]([N:18]=[C:19]=[S:20])[c:10]([Cl:17])[cH:11][c:12]([N+:14](=[O:15])[O-:16])[cH:13]1.[ClH:21].[NH2:1][CH2:2][CH2:3][CH2:4][CH2:5][NH2:6].[Na+:23].[OH-:22]>>[NH:1]1[CH2:2][CH2:3][CH2:4][CH2:5][NH:6][C:19]1=[N:18][c:9]1[c:8]([Cl:7])[cH:13][c:12]([N+:14](=[O:15])[O-:16])[cH:11][c:10]1[Cl:17].